Dataset: the Open Reaction Database (ORD), a public repository of structured organic reaction records. Task: describe an organic reaction: reactants, conditions, products, and yield The reactants are O=[N+]([O-])c1oc2ccc(CBr)cc2c1-c1ccccc1, CC(C)=O, O=C1NCN(c2ccccc2)C12CCNCC2. The product is Br, O=C1NCN(c2ccccc2)C12CCN(Cc1ccc3oc([N+](=O)[O-])c(-c4ccccc4)c3c1)CC2. RXN SMILES: [Br:18][CH2:19][c:20]1[cH:21][cH:22][c:23]2[c:24]([c:25](-[c:31]3[cH:32][cH:33][cH:34][cH:35][cH:36]3)[c:26]([N+:28](=[O:29])[O-:30])[o:27]2)[cH:37]1.[CH3:38][C:39](=[O:40])[CH3:41].[c:1]1([N:7]2[CH2:8][NH:9][C:10](=[O:17])[C:11]23[CH2:12][CH2:13][NH:14][CH2:15][CH2:16]3)[cH:2][cH:3][cH:4][cH:5][cH:6]1>>[BrH:18].[c:1]1([N:7]2[CH2:8][NH:9][C:10](=[O:17])[C:11]23[CH2:12][CH2:13][N:14]([CH2:19][c:20]2[cH:21][cH:22][c:23]4[c:24]([c:25](-[c:31]5[cH:32][cH:33][cH:34][cH:35][cH:36]5)[c:26]([N+:28](=[O:29])[O-:30])[o:27]4)[cH:37]2)[CH2:15][CH2:16]3)[cH:2][cH:3][cH:4][cH:5][cH:6]1. Reactants: O=C(O)c1cc(Cl)nc(Cl)c1, Cl, [H-], [Na+], CN(C)C=O, OCc1ccccc1. The product is O=C(O)c1cc(Cl)nc(OCc2ccccc2)c1. RXN SMILES: [Cl:11][c:12]1[n:13][c:14]([Cl:21])[cH:15][c:16]([C:18](=[O:19])[OH:20])[cH:17]1.[ClH:22].[H-:9].[Na+:10].[O:23]=[CH:24][N:25]([CH3:26])[CH3:27].[OH:1][CH2:2][c:3]1[cH:4][cH:5][cH:6][cH:7][cH:8]1>>[O:1]([CH2:2][c:3]1[cH:4][cH:5][cH:6][cH:7][cH:8]1)[c:14]1[n:13][c:12]([Cl:11])[cH:17][c:16]([C:18](=[O:19])[OH:20])[cH:15]1.